The task is: describe an organic reaction: reactants, conditions, products, and yield. This data is from the Open Reaction Database (ORD), a public repository of structured organic reaction records. Starting materials: COc1cc(Nc2ncc3c(C)nc(-c4cccc(Br)c4)n3n2)cc(OC)c1OC, C1COCCO1, CN1CCN(Cc2ccc(N)cc2)CC1, CC(C)(C)[O-], CO, CCOC(C)=O, [Na+]. Yields the product COc1cc(Nc2ncc3c(C)nc(-c4cccc(Nc5ccc(CN6CCN(C)CC6)cc5)c4)n3n2)cc(OC)c1OC. Reaction SMILES: [Br:1][c:2]1[cH:3][c:4](-[c:8]2[n:9][c:10]([CH3:30])[c:11]3[cH:12][n:13][c:14]([NH:17][c:18]4[cH:19][c:20]([O:28][CH3:29])[c:21]([O:26][CH3:27])[c:22]([O:24][CH3:25])[cH:23]4)[n:15][n:16]23)[cH:5][cH:6][cH:7]1.[CH2:52]1[O:53][CH2:54][CH2:55][O:56][CH2:57]1.[CH3:31][N:32]1[CH2:33][CH2:34][N:35]([CH2:38][c:39]2[cH:40][cH:41][c:42]([NH2:43])[cH:44][cH:45]2)[CH2:36][CH2:37]1.[CH3:46][C:47]([CH3:48])([O-:49])[CH3:50].[CH3:58][OH:59].[CH3:60][CH2:61][O:62][C:63](=[O:64])[CH3:65].[Na+:51]>>[c:2]1([NH:43][c:42]2[cH:41][cH:40][c:39]([CH2:38][N:35]3[CH2:34][CH2:33][N:32]([CH3:31])[CH2:37][CH2:36]3)[cH:45][cH:44]2)[cH:3][c:4](-[c:8]2[n:9][c:10]([CH3:30])[c:11]3[cH:12][n:13][c:14]([NH:17][c:18]4[cH:19][c:20]([O:28][CH3:29])[c:21]([O:26][CH3:27])[c:22]([O:24][CH3:25])[cH:23]4)[n:15][n:16]23)[cH:5][cH:6][cH:7]1. The reactants are FC1=CC=C(C=C1)C1=NC(=C(C(=O)OCC)C=C1)C (Ethyl 6-(4-fluorophenyl)-2-methylnicotinate), BrN1C(CCC1=O)=O (N-bromosuccinimide), CC(C)(C#N)N=NC(C)(C)C#N (AIBN), 150W. Solvent: C(Cl)(Cl)(Cl)Cl (carbon tetrachloride). The product is FC1=CC=C(C=C1)C1=NC(=C(C(=O)OCC)C=C1)CBr (Ethyl 6-(4-fluorophenyl)-2-(bromomethyl)nicotinate). Yield: 35.1%. As a reaction SMILES: [F:1][C:2]1[CH:7]=[CH:6][C:5]([C:8]2[CH:18]=[CH:17][C:11]([C:12]([O:14][CH2:15][CH3:16])=[O:13])=[C:10]([CH3:19])[N:9]=2)=[CH:4][CH:3]=1.[Br:20]N1C(=O)CCC1=O.CC(N=NC(C#N)(C)C)(C#N)C>C(Cl)(Cl)(Cl)Cl>[F:1][C:2]1[CH:7]=[CH:6][C:5]([C:8]2[CH:18]=[CH:17][C:11]([C:12]([O:14][CH2:15][CH3:16])=[O:13])=[C:10]([CH2:19][Br:20])[N:9]=2)=[CH:4][CH:3]=1. Reported procedure: Ethyl 6-(4-fluorophenyl)-2-methylnicotinate (82 mg, 0.32 mmol), N-bromosuccinimide (67 mg, 0.38 mmol) and AIBN (5 mg, 0.032 mmol) in carbon tetrachloride (7 ml) were irradiated (150W lamp) for 6 h then cooled to room temperature. The solid was filtered off and the filtrate concentated and purified by SPE chromatography to give the title compound (38 mg) as a 5:1 mixture with the dibrominated product. 1H NMR (250 MHz, CDCl3) δ (ppm): 8.32 (d, 1H), 8.11 (dd, 2H), 7.68 (d, 1H), 7.15 (t, 2H), 5.09 (... Starting materials: CC(C)Nc1nc2ccc(Br)cc2s1, CCO, COc1ccc(S(=O)(=O)Nc2cc(B3OC(C)(C)C(C)(C)O3)cnc2Cl)cc1, [Na+], [Na+], O=C([O-])[O-], c1ccc(P(c2ccccc2)(c2ccccc2)[Pd](P(c2ccccc2)(c2ccccc2)c2ccccc2)(P(c2ccccc2)(c2ccccc2)c2ccccc2)P(c2ccccc2)(c2ccccc2)c2ccccc2)cc1. The product is COc1ccc(S(=O)(=O)Nc2cc(-c3ccc4nc(NC(C)C)sc4c3)cnc2Cl)cc1. RXN SMILES: [Br:7][c:8]1[cH:9][c:10]2[c:11]([n:12][c:13]([NH:15][CH:16]([CH3:17])[CH3:18])[s:14]2)[cH:19][cH:20]1.[CH3:126][CH2:127][OH:128].[Cl:21][c:22]1[n:23][cH:24][c:25]([B:40]2[O:41][C:42]([CH3:43])([CH3:44])[C:45]([CH3:46])([CH3:47])[O:48]2)[cH:26][c:27]1[NH:28][S:29](=[O:30])(=[O:31])[c:32]1[cH:33][cH:34][c:35]([O:38][CH3:39])[cH:36][cH:37]1.[Na+:1].[Na+:2].[O-:3][C:4](=[O:5])[O-:6].[cH:49]1[cH:50][cH:51][c:52]([P:53]([Pd:54]([P:55]([c:56]2[cH:57][cH:58][cH:59][cH:60][cH:61]2)([c:62]2[cH:63][cH:64][cH:65][cH:66][cH:67]2)[c:68]2[cH:69][cH:70][cH:71][cH:72][cH:73]2)([P:74]([c:75]2[cH:76][cH:77][cH:78][cH:79][cH:80]2)([c:81]2[cH:82][cH:83][cH:84][cH:85][cH:86]2)[c:87]2[cH:88][cH:89][cH:90][cH:91][cH:92]2)[P:93]([c:94]2[cH:95][cH:96][cH:97][cH:98][cH:99]2)([c:100]2[cH:101][cH:102][cH:103][cH:104][cH:105]2)[c:106]2[cH:107][cH:108][cH:109][cH:110][cH:111]2)([c:112]2[cH:113][cH:114][cH:115][cH:116][cH:117]2)[c:118]2[cH:119][cH:120][cH:121][cH:122][cH:123]2)[cH:124][cH:125]1>>[c:8]1(-[c:25]2[cH:24][n:23][c:22]([Cl:21])[c:27]([NH:28][S:29](=[O:30])(=[O:31])[c:32]3[cH:33][cH:34][c:35]([O:38][CH3:39])[cH:36][cH:37]3)[cH:26]2)[cH:9][c:10]2[c:11]([n:12][c:13]([NH:15][CH:16]([CH3:17])[CH3:18])[s:14]2)[cH:19][cH:20]1. The reactants are S(O)(O)(=O)=O (sulfuric acid), S1C=C(C=C1)C=1C=C(/C=C/C#N)C=CC1 ((E)-3-(3-thienyl)cinnamonitrile), aqueous solution, [H-].C(C(C)C)[Al+]CC(C)C (diisobutylaluminum hydride). Solvent: C1(=CC=CC=C1)C (toluene), C1(=CC=CC=C1)C (toluene). Reaction conditions: temperature -78 celsius, time 20 minute. Yields the product S1C=C(C=C1)C=1C=C(/C=C/C=O)C=CC1 ((E)-3-(3-thienyl)cinnamaldehyde). RXN SMILES: [S:1]1[CH:5]=[CH:4][C:3]([C:6]2[CH:7]=[C:8]([CH:13]=[CH:14][CH:15]=2)/[CH:9]=[CH:10]/[C:11]#N)=[CH:2]1.[H-].C([Al+]CC(C)C)C(C)C.S(=O)(=O)(O)[OH:27]>C1(C)C=CC=CC=1>[S:1]1[CH:5]=[CH:4][C:3]([C:6]2[CH:7]=[C:8]([CH:13]=[CH:14][CH:15]=2)/[CH:9]=[CH:10]/[CH:11]=[O:27])=[CH:2]1 |f:1.2|. Procedure details: 0.4 g of the resulting nitrile compound was dissolved in 2 ml of toluene, and under cooling at -78° C., a 1.0M toluene solution(2 ml) of diisobutylaluminum hydride was added. The mixture was stirred at this temperature for 20 minutes, and then poured into ice-cold water. The resulting solution was acidified with a small amount of a 10% aqueous solution of sulfuric acid, and extracted with ethyl ether. The extract was worked up in a customary manner, and purified by medium-pressure liquid chromat... The reactants are [Br-], CCCCCCCBr, CCCCCCC[P+](c1ccccc1)(c1ccccc1)c1ccccc1, CCCCCC, [Li]CCCC, CCOC(=O)CCCC=O, c1ccc(P(c2ccccc2)c2ccccc2)cc1. Product: CCCCCCC=CCCCC(=O)OCC. As a reaction SMILES: [Br-:1].[Br:28][CH2:29][CH2:30][CH2:31][CH2:32][CH2:33][CH2:34][CH3:35].[CH2:2]([CH2:3][CH2:4][CH2:5][CH2:6][CH2:7][CH3:8])[P+:9]([c:10]1[cH:11][cH:12][cH:13][cH:14][cH:15]1)([c:16]1[cH:17][cH:18][cH:19][cH:20][cH:21]1)[c:22]1[cH:23][cH:24][cH:25][cH:26][cH:27]1.[CH3:70][CH2:71][CH2:72][CH2:73][CH2:74][CH3:75].[Li:55][CH2:56][CH2:57][CH2:58][CH3:59].[O:60]=[CH:61][CH2:62][CH2:63][CH2:64][C:65](=[O:66])[O:67][CH2:68][CH3:69].[c:36]1([P:37]([c:38]2[cH:39][cH:40][cH:41][cH:42][cH:43]2)[c:44]2[cH:45][cH:46][cH:47][cH:48][cH:49]2)[cH:50][cH:51][cH:52][cH:53][cH:54]1>>[CH:2]([CH2:3][CH2:4][CH2:5][CH2:6][CH2:7][CH3:8])=[CH:61][CH2:62][CH2:63][CH2:64][C:65](=[O:66])[O:67][CH2:68][CH3:69]. Reactants: CN=C=O, CC(C)NC(C)C, ClCCl, CC(C)CN(CC(O)C(Cc1ccc(O)cc1)NC(=O)OC1COC2OCCC12)S(=O)(=O)c1ccc2c(c1)OCO2. The product is CNC(=O)Oc1ccc(CC(NC(=O)OC2COC3OCCC23)C(O)CN(CC(C)C)S(=O)(=O)c2ccc3c(c2)OCO3)cc1. RXN SMILES: [CH3:42][N:43]=[C:44]=[O:45].[CH:46]([NH:47][CH:48]([CH3:49])[CH3:50])([CH3:51])[CH3:52].[Cl:53][CH2:54][Cl:55].[O:1]1[CH2:2][O:3][c:4]2[c:5]1[cH:6][cH:7][c:8]([S:10](=[O:11])(=[O:12])[N:13]([CH2:14][CH:15]([CH:16]([CH2:17][c:18]1[cH:19][cH:20][c:21]([OH:24])[cH:22][cH:23]1)[NH:25][C:26]([O:27][CH:28]1[CH2:29][O:30][CH:31]3[O:32][CH2:33][CH2:34][CH:35]13)=[O:36])[OH:37])[CH2:38][CH:39]([CH3:40])[CH3:41])[cH:9]2>>[O:1]1[CH2:2][O:3][c:4]2[c:5]1[cH:6][cH:7][c:8]([S:10](=[O:11])(=[O:12])[N:13]([CH2:14][CH:15]([CH:16]([CH2:17][c:18]1[cH:19][cH:20][c:21]([O:24][C:44]([NH:43][CH3:42])=[O:45])[cH:22][cH:23]1)[NH:25][C:26]([O:27][CH:28]1[CH2:29][O:30][CH:31]3[O:32][CH2:33][CH2:34][CH:35]13)=[O:36])[OH:37])[CH2:38][CH:39]([CH3:40])[CH3:41])[cH:9]2. Starting materials: solution, C(=C)[Mg]Br (vinylmagnesium bromide), [Si](C)(C)(C(C)(C)C)O[C@H]1C[C@@H](O[C@@]1(CO)C=O)N1C(=O)NC(=O)C(C)=C1 (3'-O-t-Butyldimethylsilyl thymidine 4'-aldehyde). The solvent is C1CCOC1 (THF). Conditions: temperature -78 celsius, time 30 minute. Yields the product C(=C)C([C@@H]1[C@H](C[C@@H](O1)N1C(=O)NC(=O)C(C)=C1)O[Si](C)(C)C(C)(C)C)O (5'-Vinyl-3'-O-t-butyldimethylsilyl thymidine). The yield is 43.0%. Reaction SMILES: [Si:1]([O:8][C@@H:9]1[C@@:13](C=O)([CH2:14][OH:15])[O:12][C@@H:11]([N:18]2[CH:26]=[C:24]([CH3:25])[C:22](=[O:23])[NH:21][C:19]2=[O:20])[CH2:10]1)([C:4]([CH3:7])([CH3:6])[CH3:5])([CH3:3])[CH3:2].[CH:27]([Mg]Br)=[CH2:28]>C1COCC1>[CH:27]([CH:14]([OH:15])[C@H:13]1[O:12][C@@H:11]([N:18]2[CH:26]=[C:24]([CH3:25])[C:22](=[O:23])[NH:21][C:19]2=[O:20])[CH2:10][C@@H:9]1[O:8][Si:1]([C:4]([CH3:6])([CH3:5])[CH3:7])([CH3:2])[CH3:3])=[CH2:28]. Procedure: 3'-O-t-Butyldimethylsilyl thymidine 4'-aldehyde (5.0 g; azeotroped twice with toluene, 25 ml) was dissolved in dry THF (60 ml) and cooled to -78° C., followed by addition of 1.0M solution of vinylmagnesium bromide (2.5 eq.) in THF. The reaction mixture was stirred for 30 minutes and then quenched with saturated aqueous NH4Cl, diluted with ethyl acetate, washed with water (2×100 ml) and then with brine. Then the organic layer was dried. The title compound was purified by flash chromatography usin... Reactants: COC(=O)CBr, C1CCOC1, [Cl-], CC1(C)CCC(C)(c2cc(F)cc(F)c2)NC1=O, [KH], [NH4+]. Yields the product COC(=O)CN1C(=O)C(C)(C)CCC1(C)c1cc(F)cc(F)c1. As a reaction SMILES: [Br:20][CH2:21][C:22](=[O:23])[O:24][CH3:25].[CH2:28]1[O:29][CH2:30][CH2:31][CH2:32]1.[Cl-:26].[F:1][c:2]1[cH:3][c:4]([C:9]2([CH3:18])[CH2:10][CH2:11][C:12]([CH3:16])([CH3:17])[C:13](=[O:15])[NH:14]2)[cH:5][c:6]([F:8])[cH:7]1.[KH:19].[NH4+:27]>>[F:1][c:2]1[cH:3][c:4]([C:9]2([CH3:18])[CH2:10][CH2:11][C:12]([CH3:16])([CH3:17])[C:13](=[O:15])[N:14]2[CH2:21][C:22](=[O:23])[O:24][CH3:25])[cH:5][c:6]([F:8])[cH:7]1.